Dataset: the Open Reaction Database (ORD), a public repository of structured organic reaction records. Task: describe an organic reaction: reactants, conditions, products, and yield Reactants: ClC=1C=C(C(=C(C1)C(=O)C1=CC=C(C=C1)Cl)O)C ((5-chloro-2-hydroxy-3-methylphenyl)(4-chlorophenyl)methanone), NCC=CC(=O)O (4-amino-2-butenoic acid), C(O)([O-])=O.[Na+] (sodium hydrogencarbonate). The solvent is CO (methanol). Product: ClC=1C=C(C(=C(C1)C(C1=CC=C(C=C1)Cl)=NC=CCC(=O)O)O)C (4-[[(5-chloro-2-hydroxy-3-methylphenyl)(4-chlorophenyl)methylene]amino]-3-butenoic acid). As a reaction SMILES: [Cl:1][C:2]1[CH:3]=[C:4]([CH3:18])[C:5]([OH:17])=[C:6]([C:8]([C:10]2[CH:15]=[CH:14][C:13]([Cl:16])=[CH:12][CH:11]=2)=O)[CH:7]=1.[NH2:19][CH2:20][CH:21]=[CH:22][C:23]([OH:25])=[O:24].C(=O)([O-])O.[Na+]>CO>[Cl:1][C:2]1[CH:3]=[C:4]([CH3:18])[C:5]([OH:17])=[C:6]([C:8](=[N:19][CH:20]=[CH:21][CH2:22][C:23]([OH:25])=[O:24])[C:10]2[CH:15]=[CH:14][C:13]([Cl:16])=[CH:12][CH:11]=2)[CH:7]=1 |f:2.3|. Procedure: In a 1-l round-bottomed flask, 15.3 g (0.054 mole) of (5-chloro-2-hydroxy-3-methylphenyl)(4-chlorophenyl)methanone, 5 g (0.049 mole) of 4-amino-2-butenoic acid and 4.5 g (0.054 mole) of sodium hydrogencarbonate are introduced in 700 ml of methanol. The mixture is evaporated to dryness on a water bath at 100° C. under reduced pressure. The operation is repeated seven times, evaporating 500 ml of methanol at a time. The dry residue is taken up with 200 ml of methylene chloride and 300 ml of water,... Reactants: C1(CC1)/C=C/C=1NC=CC1 (trans-2-(2-cyclopropylvinyl)-pyrrole). The reagents and catalysts are [Pd] (palladium on charcoal). Run in C(C)O (ethanol). Product: C1(CC1)CCC=1NC=CC1 (2-(2-cyclopropylethyl)pyrrole). Reaction SMILES: [CH:1]1(/[CH:4]=[CH:5]/[C:6]2[NH:7][CH:8]=[CH:9][CH:10]=2)[CH2:3][CH2:2]1>C(O)C.[Pd]>[CH:1]1([CH2:4][CH2:5][C:6]2[NH:7][CH:8]=[CH:9][CH:10]=2)[CH2:3][CH2:2]1. Reported procedure: A solution of cis-/trans-2-(2-cyclopropylvinyl)-pyrrole (1.7 g., 0.073 mole) in ethanol (100 ml.) was hydrogenated over 10% palladium on charcoal at room temperature and 3.5 kg./cm2 (50 p.s.i.). The solution was filtered, the solvent evaporated and the residue distilled to give the required 2-(2-cyclopropylethyl)pyrrole as an oil (4.93 g.), B.P. 100°-103°./13 mm. Starting materials: C(C)(=O)SC(CC(=O)N[C@@H](C(C)C)C(=O)O)C(C1=CC(=C(C=C1)OC)F)=O (N-[3-acetylthio-3-(3-fluoro-4-methoxybenzoyl)propionyl]-L-valine), FC=1C=C(C(=O)CCC(=O)N[C@@H](C(C)C)C(=O)O)C=CC1OC (3-(3-fluoro-4-methoxybenzoyl)propionyl-L-valine). Product: C(C)(=O)SC(CC(=O)N[C@@H](CC1=CC=CC=C1)C(=O)O)C(C1=CC(=C(C=C1)OC)F)=O (N-[3-acetylthio-3-(3-fluoro-4-methoxybenzoyl)propionyl]-L-phenylalanine). Reaction SMILES: [C:1]([S:4][CH:5]([C:17](=[O:27])[C:18]1[CH:23]=[CH:22][C:21]([O:24][CH3:25])=[C:20]([F:26])[CH:19]=1)[CH2:6][C:7]([NH:9][C@H:10]([C:14]([OH:16])=[O:15])C(C)C)=[O:8])(=[O:3])[CH3:2].F[C:29]1[CH:30]=[C:31]([CH:46]=[CH:47][C:48]=1OC)[C:32](CCC(N[C@H](C(O)=O)C(C)C)=O)=O>>[C:1]([S:4][CH:5]([C:17](=[O:27])[C:18]1[CH:23]=[CH:22][C:21]([O:24][CH3:25])=[C:20]([F:26])[CH:19]=1)[CH2:6][C:7]([NH:9][C@H:10]([C:14]([OH:16])=[O:15])[CH2:32][C:31]1[CH:46]=[CH:47][CH:48]=[CH:29][CH:30]=1)=[O:8])(=[O:3])[CH3:2]. Procedure details: By substituting N-[3-(3-fluoro-4-methoxybenzoyl)propionyl]-L-phenylalanine (prepared as described for the L-valine derivative of Example 21), m.p. 140°-146° C. for N-[3-(3-fluoro-4-methoxybenzoyl)propionyl-L-valine in the procedure of Example 21, one can obtain a glass which can be chromatographed over silica gel with hexane-ethyl acetate (4:1) containing 2% acetic acid to obtain N-[3-acetylthio-3-(3-fluoro-4-methoxybenzoyl)propionyl]-L-phenylalanine as a glass. The reactants are CC(C)(C)C(=O)Nc1ccncc1C(=O)c1ccccc1F, CCO, NN, O. The product is CC(C)(C)C(=O)Nc1ccncc1C(=NN)c1ccccc1F. Reaction SMILES: [CH3:1][C:2]([C:3](=[O:4])[NH:5][c:6]1[c:7]([C:12](=[O:13])[c:14]2[c:15]([F:20])[cH:16][cH:17][cH:18][cH:19]2)[cH:8][n:9][cH:10][cH:11]1)([CH3:21])[CH3:22].[CH3:26][CH2:27][OH:28].[NH2:24][NH2:25].[OH2:23]>>[CH3:1][C:2]([C:3](=[O:4])[NH:5][c:6]1[c:7]([C:12]([c:14]2[c:15]([F:20])[cH:16][cH:17][cH:18][cH:19]2)=[N:24][NH2:25])[cH:8][n:9][cH:10][cH:11]1)([CH3:21])[CH3:22]. Reactants: [BH4-].[Na+] (NaBH4), N12CCC(C(CCC1)C2)=O (1-Aza-bicyclo[3.3.1]nonan-4-one), O (Water). Run in CO (MeOH). Run at temperature -10 celsius, time 1 hour. Yields the product N12CCC(C(CCC1)C2)O ((4SR,5RS)-1-aza-bicyclo[3.3.1]nonan-4-ol). The yield is 90.7%. RXN SMILES: [N:1]12[CH2:9][CH:5]([CH2:6][CH2:7][CH2:8]1)[C:4](=[O:10])[CH2:3][CH2:2]2.[BH4-].[Na+].O>CO>[N:1]12[CH2:9][CH:5]([CH2:6][CH2:7][CH2:8]1)[CH:4]([OH:10])[CH2:3][CH2:2]2 |f:1.2|. Procedure: 1-Aza-bicyclo[3.3.1]nonan-4-one (11.92 g, 85.6 mmol) is dissolved in 160 ml MeOH and cooled to −10° C. NaBH4 (1.69 g, 42.9 mmol)) is added portionwise so that the inner temperature does not exceed 0° C. The reaction mixture is stirred at −10° C. for 1 h. Water is added and the solvents are evaporated. The remaining solid is dissolved in MTBE/MeOH, filtered over hyflo and the filtrate is evaporated to give 19.28 g of crude product which is purified by chromatography over aluminum oxide (400 g, el... Starting materials: O (water), O([Si](C)(C)C(C)(C)C)CC1=NNC=N1 (3-tert-butyldimethylsiloxymethyl-1H-1,2,4-triazole), [H-].[Na+] (sodium hydride), CN(C=O)C (N,N-dimethylformamide), CN(C=O)C (N,N-dimethylformamide). Solvent: oil, CI (methyl iodide). Conditions: time 10 minute. The product is O([Si](C)(C)C(C)(C)C)CC1=NC=NN1C (5-tert-butyldimethylsiloxymethyl-1-methyl-1H-1,2,4-triazole), O([Si](C)(C)C(C)(C)C)CC1=NN(C=N1)C (3-tert-butyldimethylsiloxymethyl-1-methyl-1H-1,2,4-triazole), O([Si](C)(C)C(C)(C)C)CC1=NN=CN1C (3-tert-butyldimethylsiloxymethyl-4-methyl-4H-1,2,4-triazole). RXN SMILES: [O:1]([CH2:9][C:10]1[N:14]=[CH:13][NH:12][N:11]=1)[Si:2]([C:5]([CH3:8])([CH3:7])[CH3:6])([CH3:4])[CH3:3].[H-].[Na+].O.[CH3:18]N(C)C=O>CI>[O:1]([CH2:9][C:10]1[N:11]([CH3:18])[N:12]=[CH:13][N:14]=1)[Si:2]([C:5]([CH3:8])([CH3:6])[CH3:7])([CH3:4])[CH3:3].[O:1]([CH2:9][C:10]1[N:14]=[CH:13][N:12]([CH3:18])[N:11]=1)[Si:2]([C:5]([CH3:8])([CH3:6])[CH3:7])([CH3:4])[CH3:3].[O:1]([CH2:9][C:10]1[N:14]([CH3:18])[CH:13]=[N:12][N:11]=1)[Si:2]([C:5]([CH3:8])([CH3:6])[CH3:7])([CH3:4])[CH3:3] |f:1.2|. Procedure details: A solution of 3-tert-butyldimethylsiloxymethyl-1H-1,2,4-triazole (8.0 g) in N,N-dimethylformamide (20 ml) was added dropwise at 0° C. to a mixture of 60% sodium hydride in oil (1.5 g), methyl iodide (2.8 ml) and N,N-dimethylformamide (80 ml) for 10 minutes. The mixture was stirred for 10 minutes, to which was added water (300 ml), followed by extraction with ethyl acetate (100 ml×3 times). The organic layer was washed with a saturated aqueous sodium chloride solution, which was then dried over a... Procedure details: To a mixture of ethyl 6-(5-chloro-2-thienyl)-5-hydroxy-6-oxohexanoate (21.6 g), pyridine (6.4 g) and tetrahydrofuran (100 ml) was added dropwise phenyl chlorocarbonate (12.7 g) with stirring under ice-cooling. After the resulting mixture was stirred at room temperature for 16 hours, the reaction mixture was concentrated, diluted with ethyl acetate (400 ml) and washed with water (200 ml). The organic layer was dried over anhydrous magnesium sulfate, and concentrated to give ethyl 6-(5-chloro-2-th... The reactants are ClC1=CC=C(S1)C(C(CCCC(=O)OCC)O)=O (ethyl 6-(5-chloro-2-thienyl)-5-hydroxy-6-oxohexanoate), N1=CC=CC=C1 (pyridine), C(OC1=CC=CC=C1)(=O)Cl (phenyl chlorocarbonate). Run in O1CCCC1 (tetrahydrofuran). The product is ClC1=CC=C(S1)C(C(CCCC(=O)OCC)OC(=O)OC1=CC=CC=C1)=O (ethyl 6-(5-chloro-2-thienyl)-6-oxo-5-phenoxycarbonyloxyhexanoate). As a reaction SMILES: [Cl:1][C:2]1[S:6][C:5]([C:7](=[O:18])[CH:8]([OH:17])[CH2:9][CH2:10][CH2:11][C:12]([O:14][CH2:15][CH3:16])=[O:13])=[CH:4][CH:3]=1.N1C=CC=CC=1.[C:25](Cl)(=[O:33])[O:26][C:27]1[CH:32]=[CH:31][CH:30]=[CH:29][CH:28]=1>O1CCCC1>[Cl:1][C:2]1[S:6][C:5]([C:7](=[O:18])[CH:8]([O:17][C:25]([O:26][C:27]2[CH:32]=[CH:31][CH:30]=[CH:29][CH:28]=2)=[O:33])[CH2:9][CH2:10][CH2:11][C:12]([O:14][CH2:15][CH3:16])=[O:13])=[CH:4][CH:3]=1. The reactants are CC(=O)C1=CC=C(C=C1)OC (4-methoxyacetophenone), Ba(OH)2, 8h, COC1=CC=C(C=C1)NC1=C(C=O)C=CC=N1 (2-(4-methoxyphenylamino)nicotinaldehyde), COC1=CC=C(C=C1)NC1=NC=CC=C1C=CC(=O)C1=CC(=C(C(=C1)OC)OC)OC (3-(2-(4-Methoxyphenylamino) pyridin-3-yl)-1-(3,4,5-trimethoxyphenyl)prop-2-en-1-one), Cl (HCl). Solvent: CO (methanol). Conditions: time 5 minute. Product: COC1=CC=C(C=C1)C(C=CC=1C(=NC=CC1)NC1=CC=C(C=C1)OC)=O (1-(4-Methoxyphenyl)-3-(2-(4-methoxyphenylamino)pyridin-3-yl)prop-2-en-1-one). Yield: 92.0%. As a reaction SMILES: CC(C1C=CC(OC)=CC=1)=O.COC1C=CC(NC2N=CC=CC=2C=O)=CC=1.[CH3:29][O:30][C:31]1[CH:36]=[CH:35][C:34]([NH:37][C:38]2[C:43]([CH:44]=[CH:45][C:46]([C:48]3[CH:53]=[C:52](OC)[C:51]([O:56][CH3:57])=[C:50](OC)[CH:49]=3)=[O:47])=[CH:42][CH:41]=[CH:40][N:39]=2)=[CH:33][CH:32]=1.Cl>CO>[CH3:57][O:56][C:51]1[CH:52]=[CH:53][C:48]([C:46](=[O:47])[CH:45]=[CH:44][C:43]2[C:38]([NH:37][C:34]3[CH:33]=[CH:32][C:31]([O:30][CH3:29])=[CH:36][CH:35]=3)=[N:39][CH:40]=[CH:41][CH:42]=2)=[CH:49][CH:50]=1. Procedure details: To a solution of 4-methoxyacetophenone (65.72 mg, 0.438 mmol) in methanol (5 mL) was added 2N Ba(OH)2 solution (2 ml) and stirred for 5 minutes. Then added 2-(4-methoxyphenylamino)nicotinaldehyde (100 mg, 0.438 mmol) and the reaction mixture was stirred at a temperature of 30° C. for 6h and the reaction was monitored by TLC. After 8h the reaction mixture was acidified with 2N HCl. The resulting precipitate was filtered, washed thoroughly with water and dried over anhydrous CaCl2. The precipitate... Reactants: O=C([O-])[O-], CC(C)(C)Cc1ccc(F)c(C#N)c1, CCOC(C)=O, [K+], [K+], CN(C)C=O, c1c[nH]cn1. Product: CC(C)(C)Cc1ccc(-n2ccnc2)c(C#N)c1. Reaction SMILES: [C:20](=[O:21])([O-:22])[O-:23].[CH2:1]([C:2]([CH3:3])([CH3:4])[CH3:5])[c:6]1[cH:7][cH:8][c:9]([F:14])[c:10]([C:11]#[N:12])[cH:13]1.[CH3:31][CH2:32][O:33][C:34](=[O:35])[CH3:36].[K+:24].[K+:25].[O:26]=[CH:27][N:28]([CH3:29])[CH3:30].[nH:15]1[cH:16][n:17][cH:18][cH:19]1>>[CH2:1]([C:2]([CH3:3])([CH3:4])[CH3:5])[c:6]1[cH:7][cH:8][c:9](-[n:15]2[cH:16][n:17][cH:18][cH:19]2)[c:10]([C:11]#[N:12])[cH:13]1. Reactants: BrC1=CC=C(C=C1)C(CC(=O)C1=CC=C(C=C1)O)C1=C(C=CC=C1)C (3-(4-bromo-phenyl)-1-(4-hydroxy-phenyl)-3-o-tolyl-propan-1-one), Cl.NO (hydroxylamine hydrochloride), C(=O)(O)[O-].[Na+] (NaHCO3), [Cl-].[NH4+] (ammonium chloride). The solvent is C(C)O (ethanol), O (water). Yields the product BrC1=CC=C(C=C1)C(C\C(=N/O)\C1=CC=C(C=C1)O)C1=C(C=CC=C1)C ((E)-3-(4-Bromo-phenyl)-1-(4-hydroxy-phenyl)-3-o-tolyl-propan-1-one oxime). As a reaction SMILES: [Br:1][C:2]1[CH:7]=[CH:6][C:5]([CH:8]([C:19]2[CH:24]=[CH:23][CH:22]=[CH:21][C:20]=2[CH3:25])[CH2:9][C:10]([C:12]2[CH:17]=[CH:16][C:15]([OH:18])=[CH:14][CH:13]=2)=O)=[CH:4][CH:3]=1.Cl.[NH2:27][OH:28].C([O-])(O)=O.[Na+].[Cl-].[NH4+]>C(O)C.O>[Br:1][C:2]1[CH:7]=[CH:6][C:5]([CH:8]([C:19]2[CH:24]=[CH:23][CH:22]=[CH:21][C:20]=2[CH3:25])[CH2:9]/[C:10](/[C:12]2[CH:17]=[CH:16][C:15]([OH:18])=[CH:14][CH:13]=2)=[N:27]\[OH:28])=[CH:4][CH:3]=1 |f:1.2,3.4,5.6|. Reported procedure: A suspension of 3-(4-bromo-phenyl)-1-(4-hydroxy-phenyl)-3-o-tolyl-propan-1-one (16 mg), hydroxylamine hydrochloride (7 mg) and NaHCO3 (6.8 mg) in ethanol (0.455 ml) and water (0.016 ml) was heated to reflux for 2.5 h. After cooling to room temperature, a saturated aqueous solution of ammonium chloride was added and the mixture was extracted with dichloromethane. The organic phase was washed with brine, dried using MgSO4, filtered and concentrated to dryness. The product was purified by preparati...